Dataset: the Open Reaction Database (ORD), a public repository of structured organic reaction records. Task: describe an organic reaction: reactants, conditions, products, and yield Starting materials: CC1=C(OC(C(=O)OC)C2=CC(=CC=C2)Cl)C(=CC(=C1)C=O)C (Methyl 2-(2,6-Dimethyl-4-Formylphenoxy) -2-(3-Chlorophenyl)Acetate), [BH4-].[Na+] (sodium borohydride). Solvent: CO (methanol). Conditions: time 10 minute. Product: CC1=C(OC(C(=O)OC)C2=CC(=CC=C2)Cl)C(=CC(=C1)CO)C (Methyl 2-(2,6-Dimethyl-4-Hydroxymethyl -Phenoxy)-2-(3-Chlorophenyl)Acetate). The yield is 62.1%. RXN SMILES: [CH3:1][C:2]1[CH:20]=[C:19]([CH:21]=[O:22])[CH:18]=[C:17]([CH3:23])[C:3]=1[O:4][CH:5]([C:10]1[CH:15]=[CH:14][CH:13]=[C:12]([Cl:16])[CH:11]=1)[C:6]([O:8][CH3:9])=[O:7].[BH4-].[Na+]>CO>[CH3:1][C:2]1[CH:20]=[C:19]([CH2:21][OH:22])[CH:18]=[C:17]([CH3:23])[C:3]=1[O:4][CH:5]([C:10]1[CH:15]=[CH:14][CH:13]=[C:12]([Cl:16])[CH:11]=1)[C:6]([O:8][CH3:9])=[O:7] |f:1.2|. Procedure details: To a magnetically solution of 1.26 g (3.8 mmol) of the product of Step A in 8 mL of methanol was added 0.072 g (1.9 mmol) of sodium borohydride at 0° C. After stirring for 10 minutes, the reaction mixture was partitioned between EtOAc and water. The organic layer was separated, dried (MgSO4), filtered and evaporated. The residue was purified on a silica gel flash chromatography column eluted with 30% EtOAc-hexane. Combination of the purified fractions and drying in vacuo afforded 0.790 g (63%) o... Reactants: N1C(=O)N=C(N)C=C1 (cytosine), FS(=O)(=O)O.[F] (fluorine fluorosulfonate), F (hydrogen fluoride). Product: FC=1C(NC(NC1)=O)=O (5-fluorouracil). Reaction SMILES: [NH:1]1[CH:8]=[CH:7][C:5](N)=[N:4][C:2]1=[O:3].FS(O)(=O)=[O:11].[F].[FH:15]>>[F:15][C:7]1[C:5](=[O:11])[NH:4][C:2](=[O:3])[NH:1][CH:8]=1 |f:1.2,^1:13|. Reported procedure: Into a solution of cytosine (11.1 g) in hydrogen fluoride (50 ml) kept at 5° C., fluorine fluorosulfonate was blown while stirring. The cytosine was completely consumed in 2 hours, and the total amount of fluorine fluorosulfonate was 0.21 mol. The reaction mixture was heated to distill out the hydrogen fluoride, water (100 ml) was added thereto, and the resulting mixture was heated under reflux for 2 hours. An aqueous solution of calcium hydroxide was added thereto to make pH 6, and precipitated...